Dataset: the Open Reaction Database (ORD), a public repository of structured organic reaction records. Task: describe an organic reaction: reactants, conditions, products, and yield Reactants: BrC1=CC=C(C=C1)NC(C1=C(C=CC=C1)F)=NO (N1-(4-bromophenyl)-2-fluoro-1-benzeneamidoxime), CC(C)([O-])C.[K+] (potassium tert-butoxide). The solvent is CN1C(CCC1)=O (N-methylpyrrolidinone). Conditions: temperature 100 celsius. The product is O1N=C(C2=C1C=CC=C2)NC2=CC=C(C=C2)Br (N-benzo[d]isoxazol-3-yl-N-(4-bromophenyl)amine). Isolated yield 67.3%. As a reaction SMILES: [Br:1][C:2]1[CH:7]=[CH:6][C:5]([NH:8][C:9](=[N:17][OH:18])[C:10]2[CH:15]=[CH:14][CH:13]=[CH:12][C:11]=2F)=[CH:4][CH:3]=1.CC(C)([O-])C.[K+]>CN1CCCC1=O>[O:18]1[C:11]2[CH:12]=[CH:13][CH:14]=[CH:15][C:10]=2[C:9]([NH:8][C:5]2[CH:6]=[CH:7][C:2]([Br:1])=[CH:3][CH:4]=2)=[N:17]1 |f:1.2|. Procedure details: To a solution of N1-(4-bromophenyl)-2-fluoro-1-benzeneamidoxime (1.51 g, 0.00489 mol) in N-methylpyrrolidinone (25 mL), potassium tert-butoxide (0.54 g, 0.00513 mol) was added and the resulting solution was heated at 100° C. under an atmosphere of nitrogen for 3 hours. The reaction mixture was cooled to ambient temperature, the solvent was removed under reduced pressure and the residue partitioned between saturated solution of sodium bicarbonate in water (50 mL) and ethyl acetate (50 mL). The or... Starting materials: C(C1=CC=CC=C1)OC([C@H]1N(CCC1)C(C(NC(CC1=CC=CC=C1)=O)C(C)CC)=O)=O (N-phenylacetyl-D,L-isoleucyl-L-proline benzyl ester), [H][H] (hydrogen). Reagents/catalysts: [C].[Pd] (palladium-carbon). Solvent: CO (methanol). Yields the product C1(=CC=CC=C1)CC(=O)NC(C(C)CC)C(=O)N1[C@H](C(=O)O)CCC1 (N-phenylacetyl-D,L-isoleucyl-L-proline). As a reaction SMILES: C([O:8][C:9](=[O:32])[C@@H:10]1[CH2:14][CH2:13][CH2:12][N:11]1[C:15](=[O:31])[CH:16]([CH:27]([CH2:29][CH3:30])[CH3:28])[NH:17][C:18](=[O:26])[CH2:19][C:20]1[CH:25]=[CH:24][CH:23]=[CH:22][CH:21]=1)C1C=CC=CC=1.[H][H]>CO.[C].[Pd]>[C:20]1([CH2:19][C:18]([NH:17][CH:16]([C:15]([N:11]2[CH2:12][CH2:13][CH2:14][C@H:10]2[C:9]([OH:32])=[O:8])=[O:31])[CH:27]([CH2:29][CH3:30])[CH3:28])=[O:26])[CH:21]=[CH:22][CH:23]=[CH:24][CH:25]=1 |f:3.4|. Reported procedure: N-phenylacetyl-D,L-isoleucyl-L-proline benzyl ester (1.2 g) was dissolved in methanol (15 ml), and 10% palladium-carbon (120 mg) was added. The resulting mixture aerated with hydrogen was allowed to react at room temperature for 3 h, filtered and concentrated under reduced pressure to remove the solvent to give a colourless sticky matter (939 mg, 97%), which was directly used for the next reaction. Starting materials: C(C)(=O)C1=C(C(=C(CSC2=NC=CC=C2O)C=C1)CCC)O (2-[(4-acetyl-3-hydroxy-2-propylbenzyl)thio]-3-hydroxypyridine), BrCC(=O)OCC (ethyl bromoacetate). Yields the product C(C)(=O)C1=C(C(=C(CSC2=NC=CC=C2OCC(=O)OCC)C=C1)CCC)O (ethyl [[2-[(4-acetyl-3-hydroxy-2-propylbenzyl)thio]pyridin-3-yl]- oxy]acetate). The yield is 70.8%. Reaction SMILES: [C:1]([C:4]1[CH:18]=[CH:17][C:7]([CH2:8][S:9][C:10]2[C:15]([OH:16])=[CH:14][CH:13]=[CH:12][N:11]=2)=[C:6]([CH2:19][CH2:20][CH3:21])[C:5]=1[OH:22])(=[O:3])[CH3:2].Br[CH2:24][C:25]([O:27][CH2:28][CH3:29])=[O:26]>>[C:1]([C:4]1[CH:18]=[CH:17][C:7]([CH2:8][S:9][C:10]2[C:15]([O:16][CH2:24][C:25]([O:27][CH2:28][CH3:29])=[O:26])=[CH:14][CH:13]=[CH:12][N:11]=2)=[C:6]([CH2:19][CH2:20][CH3:21])[C:5]=1[OH:22])(=[O:3])[CH3:2]. Reported procedure: Using as starting materials 0.10 g of 2-[(4-acetyl-3- hydroxy-2-propylbenzyl)thio]-3-hydroxypyridine obtained in Example 17 and 0.07 g of ethyl bromoacetate, 0.09 g of ethyl [[2-[(4-acetyl-3-hydroxy-2-propylbenzyl)thio]pyridin-3-yl]- oxy]acetate was obtained in a manner similar to Example 15. Starting materials: FC=1C(NC(NC1)=O)=O (5-fluorouracil), COC1=CC=C(C(=O)Cl)C=C1 (p-methoxybenzoyl chloride), O1CCOCC1 (dioxane), O1CCOCC1 (dioxane), N1=CC=CC=C1 (pyridine). The solvent is C(C)O (ethanol). Conditions: temperature 80 celsius, time 5 hour. The product is FC=1C(NC(N(C1)C(C1=CC=C(C=C1)OC)=O)=O)=O (5-fluoro-1-(p-methoxybenzoyl)uracil). The yield is 49.2%. Reaction SMILES: [F:1][C:2]1[C:3](=[O:9])[NH:4][C:5](=[O:8])[NH:6][CH:7]=1.O1CCOCC1.N1C=CC=CC=1.[CH3:22][O:23][C:24]1[CH:32]=[CH:31][C:27]([C:28](Cl)=[O:29])=[CH:26][CH:25]=1>C(O)C>[F:1][C:2]1[C:3](=[O:9])[NH:4][C:5](=[O:8])[N:6]([C:28](=[O:29])[C:27]2[CH:31]=[CH:32][C:24]([O:23][CH3:22])=[CH:25][CH:26]=2)[CH:7]=1. Procedure: 1.3 g (0.01 mole) of 5-fluorouracil was suspended in a mixed solution of 40 ml. of dioxane and 2 ml. of pyridine. 1.7 g (0.01 mole) of p-methoxybenzoyl chloride in 5 ml. of dioxane was added to the suspension and stirred at 80°C. for 5 hours. The reaction mixture was cooled to room temperature and filtered. The filtrate was concentrated under reduced pressure and a resinous residue was obtained. The residue was dissolved in ethanol and filtered. After cooling to 0°C., the resulting crystals were... Reactants: C([O-])([O-])=O.[K+].[K+] (potassium carbonate), COC(C1=C(C=CC(=C1)Br)O)=O (5-bromo-2-hydroxy-benzoic acid methyl ester), ICCCCCCC (iodoheptane). Yields the product BrC=1C=CC(=C(C(=O)O)C1)OCCCCCCC (5-Bromo-2-heptyloxy-benzoic acid), ester. As a reaction SMILES: C[O:2][C:3](=[O:12])[C:4]1[CH:9]=[C:8]([Br:10])[CH:7]=[CH:6][C:5]=1[OH:11].I[CH2:14][CH2:15][CH2:16][CH2:17][CH2:18][CH2:19][CH3:20].C(=O)([O-])[O-].[K+].[K+]>>[Br:10][C:8]1[CH:7]=[CH:6][C:5]([O:11][CH2:14][CH2:15][CH2:16][CH2:17][CH2:18][CH2:19][CH3:20])=[C:4]([CH:9]=1)[C:3]([OH:2])=[O:12] |f:2.3.4|. Procedure details: 5-Bromo-2-heptyloxy-benzoic acid was prepared by reacting 5-bromo-2-hydroxy-benzoic acid methyl ester (1.0 g, 4.32 mmol) with iodoheptane (1.46 g, 6.49 mmol) as per general procedure H with potassium carbonate (1.5 g, 10.8 mmol) added. The ester thus obtained was subjected to hydrolysis as per general procedure C to yield the 5-Bromo-2-heptyloxy-benzoic acid (0.950 gm, 70%).